From a dataset of the Open Reaction Database (ORD), a public repository of structured organic reaction records. describe an organic reaction: reactants, conditions, products, and yield Starting materials: IC1=CC=C2C=NN(C2=C1)C1=NC(=NC=C1[N+](=O)[O-])N (4-(6-iodo-1H-indazol-1-yl)-5-nitropyrimidin-2-amine), IC1=CC=C2C=NN(C2=C1)C1=NC(=NC=C1[N+](=O)[O-])N (4-(6-iodo-1H-indazol-1-yl)-5-nitropyrimidin-2-amine), CN(C)C=O (DMF), S(=O)([O-])S(=O)[O-].[Na+].[Na+] (sodium dithionite), C([O-])(O)=O.[Na+] (sodium bicarbonate), degraded by-product. Solvent: CO (methanol), O (water). Conditions: time 2 hour. Product: IC1=CC=C2C=NN(C2=C1)C1=NC(=NC=C1N)N (4-(6-iodo-1H-indazol-1-yl)pyrimidine-2,5-diamine). Isolated yield 11.0%. As a reaction SMILES: [I:1][C:2]1[CH:10]=[C:9]2[C:5]([CH:6]=[N:7][N:8]2[C:11]2[C:16]([N+:17]([O-])=O)=[CH:15][N:14]=[C:13]([NH2:20])[N:12]=2)=[CH:4][CH:3]=1.CN(C=O)C.S(S([O-])=O)([O-])=O.[Na+].[Na+].C(=O)(O)[O-].[Na+]>CO.O>[I:1][C:2]1[CH:10]=[C:9]2[C:5]([CH:6]=[N:7][N:8]2[C:11]2[C:16]([NH2:17])=[CH:15][N:14]=[C:13]([NH2:20])[N:12]=2)=[CH:4][CH:3]=1 |f:2.3.4,5.6|. Procedure details: To a suspension of 4-(6-iodo-1H-indazol-1-yl)-5-nitropyrimidin-2-amine (200 mg, 45% purity, 0.236 mmol) in a mixture of methanol (4 mL), DMF (3 mL) and water (3 mL) was added sodium dithionite (205 mg, 1.178 mmol) and sodium bicarbonate (99 mg, 1.178 mmol). The suspension was stirred at RT for 2 hr. After 2 hr LC-MS (Method B) showed 11% of desired product, 15% of starting 4-(6-iodo-1H-indazol-1-yl)-5-nitropyrimidin-2-amine (16-a) and 67% of degraded by-product. The reaction mixture was diluted ... The reactants are CC(CCN1CCN(CC1)C(CCCC1=C(C=C(C(=O)O)C=C1)C)=O)(C)C (4-{4-[4-(3,3-dimethyl-butyl)-piperazin-1-yl]-4-oxo-butyl}-3-methyl-benzoic acid), C1=CC=CC2=C1NCCCO2 (6,7,8,9-tetrahydro-5-oxa-9-aza-benzocycloheptene), CCN(C(C)C)C(C)C (DIEA). Reagents/catalysts: CN(C)C=1C=CN=CC1 (DMAP). The solvent is ClCCl (di-chloromethane). The product is C1=CC=CC2=C1N(CCCO2)C(=O)C2=CC(=C(C=C2)CCCC(=O)N2CCN(CC2)CCC(C)(C)C)C (4-[4-(7,8-Dihydro-6H-5-oxa-9-aza-benzocycloheptene-9-carbonyl)-2-methyl-phenyl]-1-[4-(3,3-dimethyl-butyl)-piperazin-1-yl]-butan-1-one). The yield is 10.0%. As a reaction SMILES: [CH3:1][C:2]([CH3:27])([CH3:26])[CH2:3][CH2:4][N:5]1[CH2:10][CH2:9][N:8]([C:11](=[O:25])[CH2:12][CH2:13][CH2:14][C:15]2[CH:23]=[CH:22][C:18]([C:19]([OH:21])=O)=[CH:17][C:16]=2[CH3:24])[CH2:7][CH2:6]1.[CH:28]1[C:33]2[NH:34][CH2:35][CH2:36][CH2:37][O:38][C:32]=2[CH:31]=[CH:30][CH:29]=1.CCN(C(C)C)C(C)C>CN(C1C=CN=CC=1)C.ClCCl>[CH:28]1[C:33]2[N:34]([C:19]([C:18]3[CH:22]=[CH:23][C:15]([CH2:14][CH2:13][CH2:12][C:11]([N:8]4[CH2:7][CH2:6][N:5]([CH2:4][CH2:3][C:2]([CH3:1])([CH3:26])[CH3:27])[CH2:10][CH2:9]4)=[O:25])=[C:16]([CH3:24])[CH:17]=3)=[O:21])[CH2:35][CH2:36][CH2:37][O:38][C:32]=2[CH:31]=[CH:30][CH:29]=1. Procedure: WSCD (58 mg, 0.30 mmol) and DMAP (18 mg, 0.15 mmol) were added to a solution of 4-{4-[4-(3,3-dimethyl-butyl)-piperazin-1-yl]-4-oxo-butyl}-3-methyl-benzoic acid from Example E43 (55 mg, 0.15 mmol) and 6,7,8,9-tetrahydro-5-oxa-9-aza-benzocycloheptene (44 mg, 0.30 mmol) in di-chloromethane (3 ml) and DIEA (0.052 ml, 0.30 mmol). The mixture was heated at reflux for 5 days, washed with saturated NaHCO3 then brine, dried and concentrated in vacuo. The residue was purified by preparative HPLC (eluant; ... Reactants: [OH-].[Na+] (sodium hydroxide), C(C1=CC=CC=C1)C#N (benzylcyanide), [OH-].[Na+] (sodium hydroxide), ClC1=CC=C(CCCS(=O)(=O)[O-])C=C1 (4-chlorophenethylmethanesulfonate), C1(=CC=CC=C1)C (toluene). The solvent is CS(=O)C (dimethylsulfoxide), O (water). Conditions: temperature 5 celsius, time 3 hour. Yields the product ClC1=CC=C(C=C1)CCC(C1=CC=CC=C1)C#N (3-(4-chlorophenyl)-1-cyano1-phenylpropane). Isolated yield 79.8%. As a reaction SMILES: [CH2:1]([C:8]#[N:9])[C:2]1[CH:7]=[CH:6][CH:5]=[CH:4][CH:3]=1.[Cl:10][C:11]1[CH:23]=[CH:22][C:14]([CH2:15][CH2:16]CS([O-])(=O)=O)=[CH:13][CH:12]=1.C1(C)C=CC=CC=1.[OH-].[Na+]>O.CS(C)=O>[Cl:10][C:11]1[CH:23]=[CH:22][C:14]([CH2:15][CH2:16][CH:1]([C:8]#[N:9])[C:2]2[CH:7]=[CH:6][CH:5]=[CH:4][CH:3]=2)=[CH:13][CH:12]=1 |f:3.4|. Procedure: This product was also obtained by charging a reaction vessel with 58.6 gm of benzylcyanide (0.5 mole), 116.8 gm of 4-chlorophenethylmethanesulfonate (0.5 mole), 500 ml of toluene and 500 ml of dimethylsulfoxide. The mixture was cooled to about 5° C. and 50% sodium hydroxide was added slowly with rapid mixing while maintaining the temperature at about 5°-10° C. After the addition of the sodium hydroxide (about 1.5 hours), the mixture was allowed to warm to room temperature and then stirred for an... Starting materials: ClC1=C(CN2C(C=3N(C4=CC=CC=C24)C=NC3C(=O)OCC)=O)C=CC=C1 (Ethyl 5-(2-chlorobenzyl)-4,5-dihydro-4-oxo-imidazo[1,5-a]-quinoxaline-3-carboxylate), ClC1=C(CN2C(C(NC3=CC=CC=C23)=O)=O)C=CC=C1 (4-(2-chlorobenzyl)-1,2,3,4-tetrahydro-2,3-dioxo-quinoxaline), [N+](#[C-])CC(=O)OCC (ethyl isocyanoacetate), [N+](#[C-])CC(=O)OCC (ethyl isocyanoacetate). Yields the product C(C1=CC=CC=C1)N1C(C=2N(C3=CC=CC=C13)C=NC2C2=NOC(=N2)C2CC2)=O (5-benzyl-3-(5-cyclopropyl-1,2,4-oxadiazol-3-yl)-4,5-dihydro-4-oxo-imidazo[1,5-a]quinoxaline). As a reaction SMILES: ClC1C=CC=CC=1C[N:5]1[C:14]2[C:9](=CC=CC=2)[N:8]2[CH:15]=N[C:17]([C:18](OCC)=O)=[C:7]2[C:6]1=[O:23].Cl[C:29]1[CH:47]=[CH:46][CH:45]=[CH:44][C:30]=1[CH2:31][N:32]1[C:41]2[C:36](=[CH:37][CH:38]=[CH:39][CH:40]=2)[NH:35][C:34](=O)[C:33]1=[O:43].[N+:48](CC(OCC)=O)#[C-]>>[CH2:31]([N:32]1[C:41]2[C:36](=[CH:37][CH:38]=[CH:39][CH:40]=2)[N:35]2[CH:15]=[N:8][C:9]([C:14]3[N:5]=[C:6]([CH:7]4[CH2:17][CH2:18]4)[O:23][N:48]=3)=[C:34]2[C:33]1=[O:43])[C:30]1[CH:44]=[CH:45][CH:46]=[CH:47][CH:29]=1. Procedure details: Ethyl 5-(2-chlorobenzyl)-4,5-dihydro-4-oxo-imidazo[1,5-a]-quinoxaline-3-carboxylate, m.p. 203°-209° C. by reaction between 4-(2-chlorobenzyl)-1,2,3,4-tetrahydro-2,3-dioxo-quinoxaline and ethyl isocyanoacetate (Compound 16) Starting materials: BrC1=CC=C(C#N)C=C1 (4-bromobenzonitrile), Cl.NO (hydroxylamine hydrochloride), CCN(C(C)C)C(C)C (DIPEA). The solvent is C(C)O (ethanol). Conditions: temperature 90 celsius, time 5 hour. Yields the product BrC1=CC=C(C(N)=NO)C=C1 (4-bromo-N′-hydroxybenzimidamide). Isolated yield 84.5%. As a reaction SMILES: [Br:1][C:2]1[CH:9]=[CH:8][C:5]([C:6]#[N:7])=[CH:4][CH:3]=1.Cl.[NH2:11][OH:12].CCN(C(C)C)C(C)C>C(O)C>[Br:1][C:2]1[CH:9]=[CH:8][C:5]([C:6](=[N:11][OH:12])[NH2:7])=[CH:4][CH:3]=1 |f:1.2|. Reported procedure: To a solution of 4-bromobenzonitrile (5.0 g, 27.5 mmol) in ethanol (42 ml) at room temperature, hydroxylamine hydrochloride (1.91 g, 27.5 mmol) and DIPEA (4.8 ml, 27.5 mmol) were added. The reaction mixture was stirred at 90° C. for 5 hours. After cooled to room temperature, the resulting mixture was concentrated to yield a colorless viscous liquid. The liquid was extracted with ethyl acetate and the organic layer was dried over magnesium sulfate, filtered and then concentrated to give a crude c...